Task: describe an organic reaction: reactants, conditions, products, and yield. Dataset: the Open Reaction Database (ORD), a public repository of structured organic reaction records Starting materials: CC(C)C1=C(C(=CC=C1)C(C)C)CC(=O)C=1C(=C(C(=CC1)C(C)C)OS(N)(=O)=O)C(C)C (Sulfamic acid[[2,6-bis(1-methylethyl)phenyl]-acetyl]-2,6-bis(1-methylethyl)phenyl ester), C(C)(C)C1=C(C(=CC=C1)C(C)C)CC(=O)O (2,6-diisopropylphenylacetic acid), C1C(CCC2=CC=CC=C12)C(=O)O (1,2,3,4-tetrahydro-2-naphthoic acid). Product: C1C(CCC2=CC=CC=C12)C(=O)C=1C(=C(C(=CC1)C(C)C)OS(N)(=O)=O)C(C)C (sulfamic acid [(1,2,3,4-tetrahydro-2-naphthyl)carbonyl]-2,6-bis(1-methylethyl)phenyl ester). As a reaction SMILES: CC(C1C=CC=C(C(C)C)C=1CC([C:16]1[C:17]([CH:30]([CH3:32])[CH3:31])=[C:18]([O:25][S:26](=[O:29])(=[O:28])[NH2:27])[C:19]([CH:22]([CH3:24])[CH3:23])=[CH:20][CH:21]=1)=O)C.C(C1C=CC=C(C(C)C)C=1CC(O)=O)(C)C.[CH2:49]1[C:58]2[C:53](=[CH:54][CH:55]=[CH:56][CH:57]=2)[CH2:52][CH2:51][CH:50]1[C:59]([OH:61])=O>>[CH2:49]1[C:58]2[C:53](=[CH:54][CH:55]=[CH:56][CH:57]=2)[CH2:52][CH2:51][CH:50]1[C:59]([C:16]1[C:17]([CH:30]([CH3:32])[CH3:31])=[C:18]([O:25][S:26](=[O:28])(=[O:29])[NH2:27])[C:19]([CH:22]([CH3:24])[CH3:23])=[CH:20][CH:21]=1)=[O:61]. Reported procedure: This compound was prepared in the same manner as for the title compound of Example 1, except that 2,6-diisopropylphenylacetic acid was replaced with 1,2,3,4-tetrahydro-2-naphthoic acid, mp 137°-139° C. The reactants are ClC=1C=CC2=C(N(C(O2)=O)CC(=O)N(C)CC2=NC3=C(N2CCOCOC)C=C(C(=C3)Cl)Cl)C1 (2-(5-chloro-2-oxo-1,3-benzoxazol-3(2H)-yl)-N-({5,6-dichloro-1-[2-(methoxymethoxy)ethyl]-1H-benzimidazol-2-yl}methyl)-N-methylacetamide), Cl.CCOC(=O)C (hydrogen chloride EtOAc). The solvent is CO (MeOH). Reaction conditions: time 8 hour. Yields the product Cl.ClC=1C=CC2=C(N(C(O2)=O)CC(=O)N(C)CC2=NC3=C(N2CCO)C=C(C(=C3)Cl)Cl)C1 (2-(5-chloro-2-oxo-1,3-benzoxazol-3(2H)-yl)-N-{[5,6-dichloro-1-(2-hydroxyethyl)-1H-benzimidazol-2-yl]methyl}-N-methylacetamide hydrochloride). Isolated yield 156.8%. Reaction SMILES: [Cl:1][C:2]1[CH:3]=[CH:4][C:5]2[O:9][C:8](=[O:10])[N:7]([CH2:11][C:12]([N:14]([CH2:16][C:17]3[N:21]([CH2:22][CH2:23][O:24]COC)[C:20]4[CH:28]=[C:29]([Cl:33])[C:30]([Cl:32])=[CH:31][C:19]=4[N:18]=3)[CH3:15])=[O:13])[C:6]=2[CH:34]=1.Cl.CCOC(C)=O>CO>[ClH:1].[Cl:1][C:2]1[CH:3]=[CH:4][C:5]2[O:9][C:8](=[O:10])[N:7]([CH2:11][C:12]([N:14]([CH2:16][C:17]3[N:21]([CH2:22][CH2:23][OH:24])[C:20]4[CH:28]=[C:29]([Cl:33])[C:30]([Cl:32])=[CH:31][C:19]=4[N:18]=3)[CH3:15])=[O:13])[C:6]=2[CH:34]=1 |f:1.2,4.5|. Procedure details: To a mixture of 2-(5-chloro-2-oxo-1,3-benzoxazol-3(2H)-yl)-N-({5,6-dichloro-1-[2-(methoxymethoxy)ethyl]-1H-benzimidazol-2-yl}methyl)-N-methylacetamide (110 mg) and MeOH (0.22 mL) was added 4 M hydrogen chloride/EtOAc (521 μL), followed by stirring at room temperature overnight. The reaction mixture was concentrated under reduced pressure. The obtained solid was washed with EtOAc to obtain 2-(5-chloro-2-oxo-1,3-benzoxazol-3(2H)-yl)-N-{[5,6-dichloro-1-(2-hydroxyethyl)-1H-benzimidazol-2-yl]methyl}-... Isolated yield 88.8%. Solvent: C1(=CC=CC=C1)C (toluene), C1(=CC=CC=C1)C (toluene), C1(=CC=CC=C1)C (toluene). Reaction SMILES: [CH:1]1[CH:2]=[CH:3][C:4]2[O:11][C:9](=[O:10])[CH2:8][CH2:7][C:5]=2[CH:6]=1.O>C1(C)C=CC=CC=1>[O:11]1[C:4]2[C:5](=[CH:6][CH:1]=[CH:2][CH:3]=2)[CH2:7][CH2:8][CH:9]1[OH:10]. Product: O1C(CCC2=CC=CC=C12)O (Chroman-2-ol). Procedure: Dihydrocoumarin (5 g, 33.74 mmol) was dissolved in 50 mL of toluene and cooled to −78° C. Dibal (1 M solution in toluene, 38 mL, 38 mmol) was added to the reaction flask over a 45 minutes period. The reaction mixture was stirred at this temperature for 2 h. Water (50 mL) was added slowly along with some toluene to ensure a smooth stirring of the reaction mixture. The slurry was warmed to room temperature and stirring was continued overnight. The organic layer was decanted and dried with magnesiu... Run at temperature -78 celsius, time 2 hour. The reactants are solution, O (Water), C=1C=CC2=C(C1)CCC(=O)O2 (Dihydrocoumarin). Reactants: ClC=1C=NC=C(C1SC1=C(C=C(S1)C(=O)O)[N+](=O)[O-])Cl (5-[(3,5-dichloro-4-pyridyl)sulfanyl]-4-nitro-thiophene-2-carboxylic acid), CN1CCC(CC1)N (1-methylpiperidin-4-amine). Product: ClC=1C=NC=C(C1SC1=C(C=C(S1)C(=O)NC1CCN(CC1)C)[N+](=O)[O-])Cl (5-((3,5-dichloropyridin-4-yl)thio)-N-(1-methylpiperidin-4-yl)-4-nitrothiophene-2-carboxamide), solid. Isolated yield 50.0%. As a reaction SMILES: [Cl:1][C:2]1[CH:3]=[N:4][CH:5]=[C:6]([Cl:20])[C:7]=1[S:8][C:9]1[S:13][C:12]([C:14]([OH:16])=O)=[CH:11][C:10]=1[N+:17]([O-:19])=[O:18].[CH3:21][N:22]1[CH2:27][CH2:26][CH:25]([NH2:28])[CH2:24][CH2:23]1>>[Cl:20][C:6]1[CH:5]=[N:4][CH:3]=[C:2]([Cl:1])[C:7]=1[S:8][C:9]1[S:13][C:12]([C:14]([NH:28][CH:25]2[CH2:26][CH2:27][N:22]([CH3:21])[CH2:23][CH2:24]2)=[O:16])=[CH:11][C:10]=1[N+:17]([O-:19])=[O:18]. Reported procedure: Prepared according to the procedure described for example 70 from 5-[(3,5-dichloro-4-pyridyl)sulfanyl]-4-nitro-thiophene-2-carboxylic acid (150 mg, 0.43 mmol) and 1-methylpiperidin-4-amine (58 mg, 0.51 mmol). The title compound was obtained as a solid (95.0 mg, 50% yield). 1H NMR (400 MHz, d6-DMSO) δ: 8.98 (1H, m), 8.65 (1H, m), 8.49 (1H, m), 3.60 91H, m), 2.78 (2H, m), 2.18 (3H, s), 1.98 (2H, m), 1.75 (2H, m), 1.53 (2H, m). MS m/z: 447.31, 449.29 [M+H]+. Starting materials: [Br-], [Br-], [Br-], CCCC[N+](CCCC)(CCCC)CCCC, CCc1ccccc1O, CCCC[N+](CCCC)(CCCC)CCCC, CCCC[N+](CCCC)(CCCC)CCCC, ClC(Cl)Cl, [Na+], [Na+], O=S([O-])([O-])=S. Product: CCc1cc(Br)ccc1O. RXN SMILES: [Br-:10].[Br-:11].[Br-:12].[CH2:13]([N+:14]([CH2:15][CH2:16][CH2:17][CH3:18])([CH2:19][CH2:20][CH2:21][CH3:22])[CH2:23][CH2:24][CH2:25][CH3:26])[CH2:27][CH2:28][CH3:29].[CH2:1]([CH3:2])[c:3]1[c:4]([OH:9])[cH:5][cH:6][cH:7][cH:8]1.[CH2:30]([N+:31]([CH2:32][CH2:33][CH2:34][CH3:35])([CH2:36][CH2:37][CH2:38][CH3:39])[CH2:40][CH2:41][CH2:42][CH3:43])[CH2:44][CH2:45][CH3:46].[CH2:47]([N+:48]([CH2:49][CH2:50][CH2:51][CH3:52])([CH2:53][CH2:54][CH2:55][CH3:56])[CH2:57][CH2:58][CH2:59][CH3:60])[CH2:61][CH2:62][CH3:63].[CH:71]([Cl:72])([Cl:73])[Cl:74].[Na+:69].[Na+:70].[S:64]([O-:65])([O-:66])(=[O:67])=[S:68]>>[CH2:1]([CH3:2])[c:3]1[c:4]([OH:9])[cH:5][cH:6][c:7]([Br:10])[cH:8]1. The reactants are CN1CCN2C(=CC=C2)C12CCN(CC2)C(=O)OC(C)(C)C (tert-butyl 2-methylspiro[3,4-dihydropyrrolo[1,2-a]pyrazine-1,4′-piperidine]-1′-carboxylate), BrN1C(CCC1=O)=O (N-bromosuccinimide), BrN1C(CCC1=O)=O (N-bromosuccinimide). Solvent: [O-]S(=O)(=S)[O-].[Na+].[Na+] (Na2S2O3), C(Cl)Cl (methylene chloride). Conditions: temperature 0 celsius, time 30 minute. Product: BrC1=CC=C2N1CCN(C21CCN(CC1)C(=O)OC(C)(C)C)C (tert-butyl 6-bromo-2-methyl-spiro[3,4-dihydropyrrolo[1,2-a]pyrazine-1,4′-piperidine]-1′-carboxylate). As a reaction SMILES: [CH3:1][N:2]1[C:10]2([CH2:15][CH2:14][N:13]([C:16]([O:18][C:19]([CH3:22])([CH3:21])[CH3:20])=[O:17])[CH2:12][CH2:11]2)[C:6]2=[CH:7][CH:8]=[CH:9][N:5]2[CH2:4][CH2:3]1.[Br:23]N1C(=O)CCC1=O>C(Cl)Cl.[O-]S([O-])(=S)=O.[Na+].[Na+]>[Br:23][C:9]1[N:5]2[CH2:4][CH2:3][N:2]([CH3:1])[C:10]3([CH2:11][CH2:12][N:13]([C:16]([O:18][C:19]([CH3:22])([CH3:21])[CH3:20])=[O:17])[CH2:14][CH2:15]3)[C:6]2=[CH:7][CH:8]=1 |f:3.4.5|. Procedure details: To tert-butyl 2-methylspiro[3,4-dihydropyrrolo[1,2-a]pyrazine-1,4′-piperidine]-1′-carboxylate (10 g, 32.74 mmol) in methylene chloride (73.5 mL) at 0° C. was added N-bromosuccinimide (5.53 g, 31.10 mmol) portionwise. The reaction was stirred at 0° C. After 30 minutes, additional N-bromosuccinimide (291.4 mg, 1.64 mmol) was added and the reaction was stirred for 1 hour. The reaction was diluted with 0.5 M Na2S2O3 (135 mL) and the aqueous phase was removed. The organic layer was washed with brine ... The reactants are NC(Cc1ccc(B(O)O)cc1)C(=O)O, Cc1ccc(Br)cc1, CCOB(OCC)OCC. Yields the product Cc1ccc(B(O)O)cc1. RXN SMILES: [B:1]([OH:2])([OH:3])[c:4]1[cH:5][cH:6][c:7]([CH2:8][CH:9]([C:10]([OH:11])=[O:12])[NH2:13])[cH:14][cH:15]1.[Br:16][c:17]1[cH:18][cH:19][c:20]([CH3:21])[cH:22][cH:23]1.[CH2:24]([O:25][B:26]([O:27][CH2:28][CH3:29])[O:30][CH2:31][CH3:32])[CH3:33]>>[B:1]([OH:2])([OH:3])[c:4]1[cH:5][cH:6][c:7]([CH3:8])[cH:14][cH:15]1. The reactants are CCO, CCOC(=O)C=Cc1ccc(CN(C)C)s1. Product: CCOC(=O)CCc1ccc(CN(C)C)s1. RXN SMILES: [CH3:17][CH2:18][OH:19].[CH3:1][N:2]([CH3:3])[CH2:4][c:5]1[cH:6][cH:7][c:8]([CH:10]=[CH:11][C:12](=[O:13])[O:14][CH2:15][CH3:16])[s:9]1>>[CH3:1][N:2]([CH3:3])[CH2:4][c:5]1[cH:6][cH:7][c:8]([CH2:10][CH2:11][C:12](=[O:13])[O:14][CH2:15][CH3:16])[s:9]1.